From a dataset of the Open Reaction Database (ORD), a public repository of structured organic reaction records. describe an organic reaction: reactants, conditions, products, and yield Reactants: C(=O)NC=1SC=C(N1)C(C(=O)NC1[C@@H]2N(C(=CCS2)C(=O)O)C1=O)=NOCCOCC (7-[2-(2-formamidothiazol-4-yl)-2-(2-ethoxyethoxyimino)acetamido]-3-cephem-4-carboxylic acid), Cl (hydrochloric acid). Solvent: CO (methanol). Run at time 1.6 hour. The product is NC=1SC=C(N1)C(C(=O)NC1[C@@H]2N(C(=CCS2)C(=O)O)C1=O)=NOCCOCC (7-[2-(2-aminothiazol-4-yl)-2-(2-ethoxyethoxyimino)acetamido]-3-cephem-4-carboxylic acid). Isolated yield 42.1%. As a reaction SMILES: C([NH:3][C:4]1[S:5][CH:6]=[C:7]([C:9](=[N:25][O:26][CH2:27][CH2:28][O:29][CH2:30][CH3:31])[C:10]([NH:12][CH:13]2[C:23](=[O:24])[N:15]3[C:16]([C:20]([OH:22])=[O:21])=[CH:17][CH2:18][S:19][C@H:14]23)=[O:11])[N:8]=1)=O.Cl>CO>[NH2:3][C:4]1[S:5][CH:6]=[C:7]([C:9](=[N:25][O:26][CH2:27][CH2:28][O:29][CH2:30][CH3:31])[C:10]([NH:12][CH:13]2[C:23](=[O:24])[N:15]3[C:16]([C:20]([OH:22])=[O:21])=[CH:17][CH2:18][S:19][C@H:14]23)=[O:11])[N:8]=1. Procedure details: A mixture of 7-[2-(2-formamidothiazol-4-yl)-2-(2-ethoxyethoxyimino)acetamido]-3-cephem-4-carboxylic acid (syn isomer, 2.2 g.), conc hydrochloric acid (2 ml.) and methanol (30 ml.) was stirred at room temperature for 1.6 hours. After concentrating the resultant solution in vacuo, water was added to the residue, adjusted to pH 6.5 with sodium bicarbonate and washed with ethyl acetate. The aqueous solution was treated with activated charcoal and adjusted to pH 3.0 with conc. hydrochloric acid. The ... Reactants: CCO, CC1(c2ccnc(Cn3ncc([N+](=O)[O-])n3)c2)OCCO1, [Cl-], [Fe], N#N, [NH4+], O. The product is CC1(c2ccnc(Cn3ncc(N)n3)c2)OCCO1. As a reaction SMILES: [CH3:26][CH2:27][OH:28].[CH3:3][C:4]1([c:9]2[cH:10][c:11]([CH2:15][n:16]3[n:17][cH:18][c:19]([N+:21]([O-:22])=[O:23])[n:20]3)[n:12][cH:13][cH:14]2)[O:5][CH2:6][CH2:7][O:8]1.[Cl-:24].[Fe:30].[N:1]#[N:2].[NH4+:25].[OH2:29]>>[CH3:3][C:4]1([c:9]2[cH:10][c:11]([CH2:15][n:16]3[n:17][cH:18][c:19]([NH2:21])[n:20]3)[n:12][cH:13][cH:14]2)[O:5][CH2:6][CH2:7][O:8]1. Reactants: CCOC(OCC)c1cc(C(C)C)c(C(=O)OC)s1, O=CO, C1COCCO1. The product is COC(=O)c1sc(C=O)cc1C(C)C. RXN SMILES: [CH3:1][O:2][C:3](=[O:4])[c:5]1[s:6][c:7]([CH:13]([O:14][CH2:18][CH3:19])[O:15][CH2:16][CH3:17])[cH:8][c:9]1[CH:10]([CH3:11])[CH3:12].[CH:20]([OH:21])=[O:22].[O:23]1[CH2:24][CH2:25][O:26][CH2:27][CH2:28]1>>[CH3:1][O:2][C:3](=[O:4])[c:5]1[s:6][c:7]([CH:13]=[O:14])[cH:8][c:9]1[CH:10]([CH3:11])[CH3:12]. Starting materials: COc1cccc(S(=O)(=O)Cl)c1, CCOC(=O)Cc1csc(N)n1. Yields the product CCOC(=O)Cc1csc(NS(=O)(=O)c2cccc(OC)c2)n1. As a reaction SMILES: [CH3:13][O:14][c:15]1[cH:16][c:17]([S:21](=[O:22])(=[O:23])[Cl:24])[cH:18][cH:19][cH:20]1.[NH2:1][c:2]1[s:3][cH:4][c:5]([CH2:7][C:8](=[O:9])[O:10][CH2:11][CH3:12])[n:6]1>>[NH:1]([c:2]1[s:3][cH:4][c:5]([CH2:7][C:8](=[O:9])[O:10][CH2:11][CH3:12])[n:6]1)[S:21]([c:17]1[cH:16][c:15]([O:14][CH3:13])[cH:20][cH:19][cH:18]1)(=[O:22])=[O:23].